This data is from the Open Reaction Database (ORD), a public repository of structured organic reaction records. The task is: describe an organic reaction: reactants, conditions, products, and yield The reactants are BrC1=C(C=CC=C1)N1N=C2C(N=C(N=C2OCC(C)(F)F)C)=C1C1=CC=C(C=C1)Cl (2-(2-bromophenyl)-3-(4-chlorophenyl)-7-(2,2-difluoropropoxy)-5-methyl-2H-pyrazolo[4,3-d]pyrimidine), CN(C)C=O (DMF). Reagents/catalysts: [C-]#N.[C-]#N.[Zn+2] (Zn(CN)2), C=1C=CC(=CC1)[P](C=2C=CC=CC2)(C=3C=CC=CC3)[Pd]([P](C=4C=CC=CC4)(C=5C=CC=CC5)C=6C=CC=CC6)([P](C=7C=CC=CC7)(C=8C=CC=CC8)C=9C=CC=CC9)[P](C=1C=CC=CC1)(C=1C=CC=CC1)C=1C=CC=CC1 (Pd(PPh3)4). Conditions: temperature 200 celsius. The product is ClC1=CC=C(C=C1)C=1N(N=C2C1N=C(N=C2OCC(C)(F)F)C)C2=C(C#N)C=CC=C2 (2-[3-(4-chlorophenyl)-7-(2,2-difluoropropoxy)-5-methylpyrazolo[4,3-d]pyrimidin-2-yl]-benzonitrile). RXN SMILES: Br[C:2]1[CH:7]=[CH:6][CH:5]=[CH:4][C:3]=1[N:8]1[C:23]([C:24]2[CH:29]=[CH:28][C:27]([Cl:30])=[CH:26][CH:25]=2)=[C:11]2[N:12]=[C:13]([CH3:22])[N:14]=[C:15]([O:16][CH2:17][C:18]([F:21])([F:20])[CH3:19])[C:10]2=[N:9]1.[CH3:31][N:32](C=O)C>[C-]#N.[C-]#N.[Zn+2].C1C=CC([P]([Pd]([P](C2C=CC=CC=2)(C2C=CC=CC=2)C2C=CC=CC=2)([P](C2C=CC=CC=2)(C2C=CC=CC=2)C2C=CC=CC=2)[P](C2C=CC=CC=2)(C2C=CC=CC=2)C2C=CC=CC=2)(C2C=CC=CC=2)C2C=CC=CC=2)=CC=1>[Cl:30][C:27]1[CH:28]=[CH:29][C:24]([C:23]2[N:8]([C:3]3[CH:4]=[CH:5][CH:6]=[CH:7][C:2]=3[C:31]#[N:32])[N:9]=[C:10]3[C:15]([O:16][CH2:17][C:18]([F:20])([F:21])[CH3:19])=[N:14][C:13]([CH3:22])=[N:12][C:11]=23)=[CH:25][CH:26]=1 |f:2.3.4,^1:44,46,65,84|. Reported procedure: A mixture of 2-(2-bromophenyl)-3-(4-chlorophenyl)-7-(2,2-difluoropropoxy)-5-methyl-2H-pyrazolo[4,3-d]pyrimidine (10A-7, 50 mg, 0.1 mmol), Zn(CN)2(20 mg, 0.17 mmol), Pd(PPh3)4 (15 mg, 0.01 mmol) in DMF (1 ml) was heated in a microwave apparatus (Emrys Optimizer, Personal Chemistry) at 200° C. for 3 minutes. The reaction mixture was quenched with saturated aqueous NaCl and extracted with ethyl acetate (2×). The combined organic extracts were dried and concentrated under vacuum. The crude residue w...